From a dataset of the Open Reaction Database (ORD), a public repository of structured organic reaction records. describe an organic reaction: reactants, conditions, products, and yield Reactants: Cc1ccc(NC(=O)c2ccc(CN3CCN(C)CC3)cc2)cc1Nc1nccc(-c2cccnc2)n1, ClCCl, O=C(OO)c1cccc(Cl)c1. The product is Cc1ccc(NC(=O)c2ccc(CN3CC[N+](C)([O-])CC3)cc2)cc1Nc1nccc(-c2cccnc2)n1. As a reaction SMILES: [CH3:12][N:13]1[CH2:14][CH2:15][N:16]([CH2:19][c:20]2[cH:21][cH:22][c:23]([C:24](=[O:25])[NH:26][c:27]3[cH:28][c:29]([NH:34][c:35]4[n:36][cH:37][cH:38][c:39](-[c:41]5[cH:42][n:43][cH:44][cH:45][cH:46]5)[n:40]4)[c:30]([CH3:33])[cH:31][cH:32]3)[cH:47][cH:48]2)[CH2:17][CH2:18]1.[Cl:49][CH2:50][Cl:51].[OH:1][O:2][C:3]([c:4]1[cH:5][c:6]([Cl:7])[cH:8][cH:9][cH:10]1)=[O:11]>>[O-:1][N+:13]1([CH3:12])[CH2:14][CH2:15][N:16]([CH2:19][c:20]2[cH:21][cH:22][c:23]([C:24](=[O:25])[NH:26][c:27]3[cH:28][c:29]([NH:34][c:35]4[n:36][cH:37][cH:38][c:39](-[c:41]5[cH:42][n:43][cH:44][cH:45][cH:46]5)[n:40]4)[c:30]([CH3:33])[cH:31][cH:32]3)[cH:47][cH:48]2)[CH2:17][CH2:18]1.